Dataset: the Open Reaction Database (ORD), a public repository of structured organic reaction records. Task: describe an organic reaction: reactants, conditions, products, and yield Starting materials: [BH4-].[Na+] (sodium borohydride), C(CN)N (ethylenediamine), COC(CCCC#CCN1C(CC[C@@H]1COC(NCCC1=CC=CC=C1)=O)=O)=O (7-((R)-2-Oxo-5-phenethylcarbamoyloxymethyl-pyrrolidin-1-yl)-hept-5-ynoic acid methyl ester). Reagents/catalysts: [Ni](Cl)Cl (nickel (II) chloride). Run in C(C)O (Ethanol), C(C)O (ethanol). Conditions: time 15 minute. Product: COC(CCC\C=C/CN1C(CC[C@@H]1COC(NCCC1=CC=CC=C1)=O)=O)=O ((Z)-7-((R)-2-Oxo-5-phenethylcarbamoyloxymethyl-pyrrolidin-1-yl)-hept-5-enoic acid methyl ester). The yield is 57.3%. RXN SMILES: [BH4-].[Na+].C(N)CN.[CH3:7][O:8][C:9](=[O:35])[CH2:10][CH2:11][CH2:12][C:13]#[C:14][CH2:15][N:16]1[C@@H:20]([CH2:21][O:22][C:23](=[O:33])[NH:24][CH2:25][CH2:26][C:27]2[CH:32]=[CH:31][CH:30]=[CH:29][CH:28]=2)[CH2:19][CH2:18][C:17]1=[O:34]>C(O)C.[Ni](Cl)Cl>[CH3:7][O:8][C:9](=[O:35])[CH2:10][CH2:11][CH2:12]/[CH:13]=[CH:14]\[CH2:15][N:16]1[C@@H:20]([CH2:21][O:22][C:23](=[O:33])[NH:24][CH2:25][CH2:26][C:27]2[CH:32]=[CH:31][CH:30]=[CH:29][CH:28]=2)[CH2:19][CH2:18][C:17]1=[O:34] |f:0.1|. Procedure: 95% Ethanol (1.0 mL) was added to a slowly stirred mixture of nickel (II) chloride (86 mg, 0.66 mmol) and sodium borohydride (12 mg, 0.33 mmol) under nitrogen. The mixture immediately turned black. After 15 min, ethylenediamine (70 μL, 1.04 mmol) was added. After an additional 15 min, a solution of alkyne 13 (53 mg, 0.13 mmol) in 95% ethanol (1.0 mL) was added. The flask was evacuated and refilled with hydrogen (3×), and the reaction mixture was stirred vigorously under a balloon of hydrogen for... The reactants are O=C(O)c1ccncc1F, Nc1cc2c(cc1O)C(F)(F)OC2(F)F, O, c1ccncc1. The product is O=C(Nc1cc2c(cc1O)C(F)(F)OC2(F)F)c1ccncc1F. As a reaction SMILES: [F:16][c:17]1[c:18]([C:19](=[O:20])[OH:21])[cH:22][cH:23][n:24][cH:25]1.[NH2:1][c:2]1[c:3]([OH:15])[cH:4][c:5]2[c:9]([cH:10]1)[C:8]([F:11])([F:12])[O:7][C:6]2([F:13])[F:14].[OH2:32].[cH:26]1[cH:27][cH:28][n:29][cH:30][cH:31]1>>[NH:1]([c:2]1[c:3]([OH:15])[cH:4][c:5]2[c:9]([cH:10]1)[C:8]([F:11])([F:12])[O:7][C:6]2([F:13])[F:14])[C:19]([c:18]1[c:17]([F:16])[cH:25][n:24][cH:23][cH:22]1)=[O:20].